describe an organic reaction: reactants, conditions, products, and yield From a dataset of the Open Reaction Database (ORD), a public repository of structured organic reaction records. Reactants: C(C=C=C)N(CCCN(CCCCCCCCN(CCCN(C(=O)OC(C)(C)C)CC=C=C)C(=O)OC(C)(C)C)C(=O)OC(C)(C)C)C(=O)OC(C)(C)C (1,18-Bis(2,3-butadienyl)-1,5,14,18-tetra-(t-butoxycarbonyl)-1,5,14,18-tetraazaoctadecane), Cl (HCl). The solvent is CCO (EtOH), CCOCC (Et2O). Product: C(C=C=C)NCCCNCCCCCCCCNCCCNCC=C=C (1,18-Bis(2,3-butadienyl)-1,5,14,18-tetraazaoctadecane). Isolated yield 92.6%. RXN SMILES: [CH2:1]([N:5](C(OC(C)(C)C)=O)[CH2:6][CH2:7][CH2:8][N:9](C(OC(C)(C)C)=O)[CH2:10][CH2:11][CH2:12][CH2:13][CH2:14][CH2:15][CH2:16][CH2:17][N:18](C(OC(C)(C)C)=O)[CH2:19][CH2:20][CH2:21][N:22]([CH2:30][CH:31]=[C:32]=[CH2:33])C(OC(C)(C)C)=O)[CH:2]=[C:3]=[CH2:4].Cl>CCO.CCOCC>[CH2:30]([NH:22][CH2:21][CH2:20][CH2:19][NH:18][CH2:17][CH2:16][CH2:15][CH2:14][CH2:13][CH2:12][CH2:11][CH2:10][NH:9][CH2:8][CH2:7][CH2:6][NH:5][CH2:1][CH:2]=[C:3]=[CH2:4])[CH:31]=[C:32]=[CH2:33]. Procedure: Dissolve 0.5 gm of the product of Step H in 2 ml of EtOH and while stirring treat the mixture with 10 ml of 2N HCl in Et2O. Stir the resulting mixture overnight, filter and dry the solids (in vacuo) to obtain 0.22 gm of the desired product, mp 283°-284° C. dec. Using the abbreviated form for naming the compounds embraced by formula I, it is to be noted that the following specific compounds are readily prepared by applying the foregoing described techniques and procedures and by applying known pr... Reactants: ClC=1C=C(C=CC1Cl)CC(=O)O (3,4-dichlorophenylacetic acid), C(=O)(N1C=NC=C1)N1C=NC=C1 (1,1'-carbonyldiimidazole), C1NC[C@@H]2CC=CC[C@H]12 (cis-3a,4,7,7a-tetrahydroisoindoline), C1(=CC=CC=C1)C (Toluene). Solvent: C1CCOC1 (THF), C1CCOC1 (THF). Run at time 8 hour. Yields the product ClC=1C=C(C=CC1Cl)CC(=O)N1C[C@H]2CC=CC[C@H]2C1 (cis-2-(3,4-dichlorophenylacetyl)-3a,4,7,7a-tetrahydroisoindole). Isolated yield 97.7%. RXN SMILES: [Cl:1][C:2]1[CH:3]=[C:4]([CH2:9][C:10]([OH:12])=O)[CH:5]=[CH:6][C:7]=1[Cl:8].C(N1C=CN=C1)(N1C=CN=C1)=O.[CH2:25]1[C@@H:33]2[C@@H:28]([CH2:29][CH:30]=[CH:31][CH2:32]2)[CH2:27][NH:26]1.C1(C)C=CC=CC=1>C1COCC1>[Cl:1][C:2]1[CH:3]=[C:4]([CH2:9][C:10]([N:26]2[CH2:27][C@H:28]3[C@H:33]([CH2:32][CH:31]=[CH:30][CH2:29]3)[CH2:25]2)=[O:12])[CH:5]=[CH:6][C:7]=1[Cl:8]. Reported procedure: To a solution of 1.13 g of 3,4-dichlorophenylacetic acid in 6 mL of THF was added 0.90 g of 1,1'-carbonyldiimidazole. After 30 minutes a solution of 0.61 g of cis-3a,4,7,7a-tetrahydroisoindoline in 2 mL of THF was added and the mixture was stirred at room temperature overnight. Toluene (50 mL) was added, and the solution was washed successively with 5% hydrochloric acid, water, and 10% aqueous sodium carbonate solution, dried, and concentrated to give 1.50 g of cis-2-(3,4-dichlorophenylacetyl)-3... Starting materials: N1C=C(C2=CC=CC=C12)\C=C\1/OC2=C(C1=O)C=CC(=C2CN2CCN(CC2)C(=O)OC(C)(C)C)O (tert-butyl (Z)-4-({2-[(1H-indol-3-yl)methylene]-6-hydroxy-3-oxo-2,3-dihydrobenzofuran-7-yl}methyl)piperazine-1-carboxylate), solution, Cl (hydrogen chloride). Run in C(Cl)Cl (methylene chloride), O1CCOCC1 (1,4-dioxane). Run at time 2 hour. Product: N1C=C(C2=CC=CC=C12)\C=C\1/OC2=C(C1=O)C=CC(=C2CN2CCNCC2)O ((Z)-2-[(1H-indol-3-yl)methylene]-6-hydroxy-7-(piperazin-1-ylmethyl)benzofuran-3(2H)-one). Isolated yield 60.3%. Reaction SMILES: [NH:1]1[C:9]2[C:4](=[CH:5][CH:6]=[CH:7][CH:8]=2)[C:3](/[CH:10]=[C:11]2\[O:12][C:13]3[C:20]([CH2:21][N:22]4[CH2:27][CH2:26][N:25](C(OC(C)(C)C)=O)[CH2:24][CH2:23]4)=[C:19]([OH:35])[CH:18]=[CH:17][C:14]=3[C:15]\2=[O:16])=[CH:2]1.Cl>C(Cl)Cl.O1CCOCC1>[NH:1]1[C:9]2[C:4](=[CH:5][CH:6]=[CH:7][CH:8]=2)[C:3](/[CH:10]=[C:11]2\[O:12][C:13]3[C:20]([CH2:21][N:22]4[CH2:23][CH2:24][NH:25][CH2:26][CH2:27]4)=[C:19]([OH:35])[CH:18]=[CH:17][C:14]=3[C:15]\2=[O:16])=[CH:2]1. Reported procedure: A solution of tert-butyl (Z)-4-({2-[(1H-indol-3-yl)methylene]-6-hydroxy-3-oxo-2,3-dihydrobenzofuran-7-yl}methyl)piperazine-1-carboxylate (0.025 g, 0.053 mmol) in methylene chloride (2.0 mL) was added with a 4 M solution of hydrogen chloride in 1,4-dioxane (2.0 mL), and then the mixture was stirred at room temperature for 2 hours. The solvent was evaporated under reduced pressure, and then the residue was added with triethylamine and thereby made basic. Then, the mixture was azeotroped with tolue... As a reaction SMILES: [Li+].CC([N-]C(C)C)C.[Cl:9][C:10]1[C:11]([N:21]2[CH2:26][C@H:25]([CH3:27])[O:24][C@H:23]([CH3:28])[CH2:22]2)=[C:12]([CH:17]=[CH:18][C:19]=1[F:20])[C:13]([O:15][CH3:16])=[O:14].CON(C)[C:32](=[O:34])[CH3:33]>C1COCC1>[C:32]([C:18]1[C:19]([F:20])=[C:10]([Cl:9])[C:11]([N:21]2[CH2:22][C@H:23]([CH3:28])[O:24][C@H:25]([CH3:27])[CH2:26]2)=[C:12]([CH:17]=1)[C:13]([O:15][CH3:16])=[O:14])(=[O:34])[CH3:33] |f:0.1|. Solvent: C1CCOC1 (THF), C1CCOC1 (THF), C1CCOC1 (THF). Procedure: To a stirred solution of LDA (3.1 eq) at −50° C. in THF was added methyl 3-chloro-2-[(2R,6S)-2,6-dimethylmorpholin-4-yl]-4-fluorobenzoate (Intermediate 47, 1.5 g, 4.96 mmol) in anhydrous THF (10 mL) dropwise and the solution was stirred for 1 h at −50° C. N-methoxy-N-methylacetamide (1.66 g, 14.9 mmol) in THF (5 mL) was added dropwise and stirring was continued for additional 1 h. The reaction mixture was quenched with saturated aqueous ammonium chloride and extracted with ethyl acetate. The org... Reaction conditions: temperature -50 celsius, time 1 hour. Yields the product C(C)(=O)C=1C(=C(C(=C(C(=O)OC)C1)N1C[C@H](O[C@H](C1)C)C)Cl)F (methyl 5-acetyl-3-chloro-2-[(2R,6S)-2,6-dimethylmorpholin-4-yl]-4-fluorobenzoate). The reactants are CON(C(C)=O)C (N-methoxy-N-methylacetamide), [Li+].CC(C)[N-]C(C)C (LDA), ClC=1C(=C(C(=O)OC)C=CC1F)N1C[C@H](O[C@H](C1)C)C (methyl 3-chloro-2-[(2R,6S)-2,6-dimethylmorpholin-4-yl]-4-fluorobenzoate), ClC=1C(=C(C(=O)OC)C=CC1F)N1C[C@H](O[C@H](C1)C)C (methyl 3-chloro-2-[(2R,6S)-2,6-dimethylmorpholin-4-yl]-4-fluorobenzoate). Starting materials: CC(C)(C)[Si](C)(C)Cl, CC(=O)OC1C=CC(O)C1, O=C([O-])[O-], [K+], [K+], C1CCOC1, c1c[nH]cn1. Product: CC(C)(C)[Si](C)(C)OC1C=CC(O)C1. RXN SMILES: [C:16]([CH3:17])([CH3:18])([CH3:19])[Si:20]([CH3:21])([CH3:22])[Cl:23].[C:1](=[O:2])([CH3:3])[O:4][CH:5]1[CH:6]=[CH:7][CH:8]([OH:10])[CH2:9]1.[C:24](=[O:25])([O-:26])[O-:27].[K+:28].[K+:29].[O:30]1[CH2:31][CH2:32][CH2:33][CH2:34]1.[nH:11]1[cH:12][cH:13][n:14][cH:15]1>>[O:4]([CH:5]1[CH:6]=[CH:7][CH:8]([OH:10])[CH2:9]1)[Si:20]([C:16]([CH3:17])([CH3:18])[CH3:19])([CH3:21])[CH3:22]. Reactants: CCC(C)c1cccc2cc(C(C)=O)oc12, O=S(=O)(O)Cl. Product: CCC(C)c1ccc(S(=O)(=O)Cl)c2cc(C(C)=O)oc12. RXN SMILES: [C:1]([CH3:2])(=[O:3])[c:4]1[o:5][c:6]2[c:7]([cH:8]1)[cH:9][cH:10][cH:11][c:12]2[CH:13]([CH3:14])[CH2:15][CH3:16].[Cl:17][S:18](=[O:19])(=[O:20])[OH:21]>>[C:1]([CH3:2])(=[O:3])[c:4]1[o:5][c:6]2[c:7]([cH:8]1)[c:9]([S:18]([Cl:17])(=[O:19])=[O:20])[cH:10][cH:11][c:12]2[CH:13]([CH3:14])[CH2:15][CH3:16].